This data is from the Open Reaction Database (ORD), a public repository of structured organic reaction records. The task is: describe an organic reaction: reactants, conditions, products, and yield Starting materials: FC1=C(C=CC(=C1)F)[C@]1(OC1)[C@H](C)O ((1S)-1-[(2R)-(2,4-difluorophenyl)-2-oxiranyl]ethanol), FC(COC1=CC=C(C=C1)N1N=NNC1=O)(C(F)(F)F)F (1-[4-(2,2,3,3,3-pentafluoropropoxy)phenyl]-5(1H,4H)-tetrazolone). Yields the product FC1=C(C=CC(=C1)F)[C@]1([C@@H](C)N2N=NN(C2=O)C2=CC=C(C=C2)OCC(C(F)(F)F)(F)F)CO1 (1-[(1R,2S)-2-(2,4-difluorophenyl)-2,3-epoxy-1-methylpropyl]-4-[4-(2,2,3,3,3-pentafluoropropoxy)phenyl]-5(1H,4H)-tetrazolone). The yield is 69.4%. As a reaction SMILES: [F:1][C:2]1[CH:7]=[C:6]([F:8])[CH:5]=[CH:4][C:3]=1[C@:9]1([C@@H:12](O)[CH3:13])[CH2:11][O:10]1.[F:15][C:16]([F:35])([C:31]([F:34])([F:33])[F:32])[CH2:17][O:18][C:19]1[CH:24]=[CH:23][C:22]([N:25]2[C:29](=[O:30])[NH:28][N:27]=[N:26]2)=[CH:21][CH:20]=1>>[F:1][C:2]1[CH:7]=[C:6]([F:8])[CH:5]=[CH:4][C:3]=1[C@:9]1([O:10][CH2:11]1)[C@H:12]([N:28]1[C:29](=[O:30])[N:25]([C:22]2[CH:21]=[CH:20][C:19]([O:18][CH2:17][C:16]([F:15])([F:35])[C:31]([F:33])([F:34])[F:32])=[CH:24][CH:23]=2)[N:26]=[N:27]1)[CH3:13]. Procedure: In the same manner as in Reference Example 5, starting from 0.962 g of (1S)-1-[(2R)-(2,4-difluorophenyl)-2-oxiranyl]ethanol and 1.19 g of 1-[4-(2,2,3,3,3-pentafluoropropoxy)phenyl]-5(1H,4H)-tetrazolone, 1.31 g of 1-[(1R,2S)-2-(2,4-difluorophenyl)-2,3-epoxy-1-methylpropyl]-4-[4-(2,2,3,3,3-pentafluoropropoxy)phenyl]-5(1H,4H)-tetrazolone was obtained as a colorless oil. The reactants are [N+](=O)([O-])C1=C(C(=O)O)C=C(C=C1)Cl (2-nitro-5-chlorobenzoic acid), CN1CCNCC1 (N-methylpiperazine). Procedure: The mixture of 10 g of 2-nitro-5-chlorobenzoic acid and 30 mL of N-methylpiperazine is stirred at 120° C. for 6 hours. To the reaction mixture 150 mL of ethyl acetate is added. The precipitated yellow crystalline material is filtered off, dissolved in 15 mL of water. The pH of the mixture is adjusted to 6 with acetic acid. The precipitated material is filtered off, washed with water and dried, to obtain 11.2 g of the title compound. m.p.: 212° C. Run in C(C)(=O)OCC (ethyl acetate). Yields the product [N+](=O)([O-])C1=C(C(=O)O)C=C(C=C1)N1CCN(CC1)C (2-Nitro-5-(4-methylpiperazin-1-yl)benzoic acid). RXN SMILES: [N+:1]([C:4]1[CH:12]=[CH:11][C:10](Cl)=[CH:9][C:5]=1[C:6]([OH:8])=[O:7])([O-:3])=[O:2].[CH3:14][N:15]1[CH2:20][CH2:19][NH:18][CH2:17][CH2:16]1>C(OCC)(=O)C>[N+:1]([C:4]1[CH:12]=[CH:11][C:10]([N:18]2[CH2:19][CH2:20][N:15]([CH3:14])[CH2:16][CH2:17]2)=[CH:9][C:5]=1[C:6]([OH:8])=[O:7])([O-:3])=[O:2]. Conditions: temperature 120 celsius, time 6 hour. Starting materials: BrC=1C(=NC=NC1N1CCC(CC1)C=1N(C=C(N1)C1=CC(=C(C=C1)F)C(F)(F)F)C)N (5-Bromo-6-{4-[4-(4-fluoro-3-trifluoromethyl-phenyl)-1-methyl-1H-imidazol-2-yl]-piperidin-1-yl}-pyrimidin-4-ylamine), FC1=C(C=C(C=C1)C=1N=C(N(C1)CCN(C)C)C1CCNCC1)C(F)(F)F (2-(4-(4-fluoro-3-(trifluoromethyl)phenyl)-2-(piperidin-4-yl)-1H-imidazol-1-yl)-N,N-dimethylethanamine). Product: BrC=1C(=NC=NC1N1CCC(CC1)C=1N(C=C(N1)C1=CC(=C(C=C1)F)C(F)(F)F)CCN(C)C)N (5-Bromo-6-{4-[1-(2-dimethylamino-ethyl)-4-(4-fluoro-3-trifluoromethyl-phenyl)-1H-imidazol-2-yl]-piperidin-1-yl}-pyrimidin-4-ylamine). RXN SMILES: [Br:1][C:2]1[C:3]([NH2:31])=[N:4][CH:5]=[N:6][C:7]=1[N:8]1[CH2:13][CH2:12][CH:11]([C:14]2[N:15]([CH3:30])[CH:16]=[C:17]([C:19]3[CH:24]=[CH:23][C:22]([F:25])=[C:21]([C:26]([F:29])([F:28])[F:27])[CH:20]=3)[N:18]=2)[CH2:10][CH2:9]1.FC1C=CC(C2N=[C:41](C3CCNCC3)[N:42]([CH2:44]CN(C)C)[CH:43]=2)=CC=1C(F)(F)F>>[Br:1][C:2]1[C:3]([NH2:31])=[N:4][CH:5]=[N:6][C:7]=1[N:8]1[CH2:13][CH2:12][CH:11]([C:14]2[N:15]([CH2:30][CH2:41][N:42]([CH3:44])[CH3:43])[CH:16]=[C:17]([C:19]3[CH:24]=[CH:23][C:22]([F:25])=[C:21]([C:26]([F:28])([F:29])[F:27])[CH:20]=3)[N:18]=2)[CH2:10][CH2:9]1. Reported procedure: The title compound was prepared in an analogous manner as 5-Bromo-6-{4-[4-(4-fluoro-3-trifluoromethyl-phenyl)-1-methyl-1H-imidazol-2-yl]-piperidin-1-yl}-pyrimidin-4-ylamine using 2-(4-(4-fluoro-3-(trifluoromethyl)phenyl)-2-(piperidin-4-yl)-1H-imidazol-1-yl)-N,N-dimethylethanamine instead of 4-[4-(4-fluoro-3-trifluoromethyl-phenyl)-1-methyl-1h-imidazol-2-yl]-piperidine. LC-MS: (M+1=556, obsd.=556). Reactants: BrC=1N=C(C(N(C1)C)=O)NC=1C=C2CN(CC2=CC1)C (5-Bromo-1-methyl-3-(2-methylisoindolin-5-ylamino)pyrazin-2(1H)-one), compound 148h, C(C)(=O)OCC1=C(C=C(C=C1N1C(C=2N(C=3CCCCC3C2)CC1)=O)F)B1OC(C(O1)(C)C)(C)C (2-(4,4,5,5-Tetramethyl-[1,3,2]dioxaborolan-2-yl)-4-fluoro-6-(1-oxo-3,4,6,7,8,9-hexahydropyrazino[1,2-a]indol-2(1H)-yl)benzyl Acetate). The product is C(C)(=O)OCC1=C(C=C(C=C1N1C(C=2N(C=3CCCCC3C2)CC1)=O)F)C=1N=C(C(N(C1)C)=O)NC=1C=C2CN(CC2=CC1)C (4-Fluoro-2-(4-methyl-6-(2-methylisoindolin-5-ylamino)-5-oxo-4,5-dihydropyrazin-2-yl)-6-(1-oxo-3,4,6,7,8,9-hexahydropyrazino[1,2-a]indol-2(1H)-yl)benzyl Acetate), solid. Isolated yield 51.0%. RXN SMILES: [C:1]([O:4][CH2:5][C:6]1[C:11]([N:12]2[CH2:24][CH2:23][N:15]3[C:16]4[CH2:17][CH2:18][CH2:19][CH2:20][C:21]=4[CH:22]=[C:14]3[C:13]2=[O:25])=[CH:10][C:9]([F:26])=[CH:8][C:7]=1B1OC(C)(C)C(C)(C)O1)(=[O:3])[CH3:2].Br[C:37]1[N:38]=[C:39]([NH:45][C:46]2[CH:47]=[C:48]3[C:52](=[CH:53][CH:54]=2)[CH2:51][N:50]([CH3:55])[CH2:49]3)[C:40](=[O:44])[N:41]([CH3:43])[CH:42]=1>>[C:1]([O:4][CH2:5][C:6]1[C:11]([N:12]2[CH2:24][CH2:23][N:15]3[C:16]4[CH2:17][CH2:18][CH2:19][CH2:20][C:21]=4[CH:22]=[C:14]3[C:13]2=[O:25])=[CH:10][C:9]([F:26])=[CH:8][C:7]=1[C:37]1[N:38]=[C:39]([NH:45][C:46]2[CH:47]=[C:48]3[C:52](=[CH:53][CH:54]=2)[CH2:51][N:50]([CH3:55])[CH2:49]3)[C:40](=[O:44])[N:41]([CH3:43])[CH:42]=1)(=[O:3])[CH3:2]. Procedure details: Following the procedures as described for compound 148h and starting with 400 mg of 4-fluoro-2-(1-oxo-3,4,6,7,8,9-hexahydropyrazino[1,2-a]indol-2(1H)-yl)-6-(4,4,5,5-tetramethyl-1,3,2-dioxaborolan-2-yl)benzyl acetate 210d and 278 mg of 5-bromo-1-methyl-3-(2-methylisoindolin-5-ylamino)pyrazin-2(1H)-one 231f, compound 231g was obtained as a yellow solid (258 mg, 51%). MS: [M+H]+ 611. The reactants are COC(=O)CCCc1cn(C(=O)OC(C)(C)C)c(N)n1, ClCCCl, ClCCl. RXN SMILES: [C:1]([CH3:2])([CH3:3])([CH3:4])[O:5][C:6](=[O:7])[n:8]1[c:9]([NH2:20])[n:10][c:11]([CH2:13][CH2:14][CH2:15][C:16](=[O:17])[O:18][CH3:19])[cH:12]1.[Cl:21][CH2:22][CH2:23][Cl:24].[Cl:25][CH2:26][Cl:27]>>[C:1]([CH3:2])([CH3:3])([CH3:4])[O:5][C:6](=[O:7])[n:8]1[c:9]([NH2:20])[n:10][c:11]([CH2:13][CH2:14][CH2:15][C:16](=[O:17])[OH:18])[cH:12]1. Yields the product CC(C)(C)OC(=O)n1cc(CCCC(=O)O)nc1N.